The task is: describe an organic reaction: reactants, conditions, products, and yield. This data is from the Open Reaction Database (ORD), a public repository of structured organic reaction records. The reactants are CN(Cc1cc(Br)n(S(=O)(=O)c2ccccc2)c1)C(=O)OC(C)(C)C, CO, [Na+], C1CCOC1, [OH-], O. Product: CN(Cc1c[nH]c(Br)c1)C(=O)OC(C)(C)C. Reaction SMILES: [Br:1][c:2]1[cH:3][c:4]([CH2:16][N:17]([C:18]([O:19][C:20]([CH3:21])([CH3:22])[CH3:23])=[O:24])[CH3:25])[cH:5][n:6]1[S:7]([c:8]1[cH:9][cH:10][cH:11][cH:12][cH:13]1)(=[O:14])=[O:15].[CH3:32][OH:33].[Na+:35].[O:27]1[CH2:28][CH2:29][CH2:30][CH2:31]1.[OH-:34].[OH2:26]>>[Br:1][c:2]1[cH:3][c:4]([CH2:16][N:17]([C:18]([O:19][C:20]([CH3:21])([CH3:22])[CH3:23])=[O:24])[CH3:25])[cH:5][nH:6]1. The reactants are CCOC(C)=O, CC(=O)O, N#Cc1cnn2c1NCC=C2c1cccc(C(F)(F)F)c1, [H][H]. Yields the product N#Cc1cnn2c1NCCC2c1cccc(C(F)(F)F)c1. Reaction SMILES: [CH3:22][CH2:23][O:24][C:25](=[O:26])[CH3:27].[CH3:30][C:31](=[O:32])[OH:33].[F:1][C:2]([c:3]1[cH:4][c:5]([C:9]2=[CH:10][CH2:11][NH:12][c:13]3[n:14]2[n:15][cH:16][c:17]3[C:18]#[N:19])[cH:6][cH:7][cH:8]1)([F:20])[F:21].[H:28][H:29]>>[F:1][C:2]([c:3]1[cH:4][c:5]([CH:9]2[CH2:10][CH2:11][NH:12][c:13]3[n:14]2[n:15][cH:16][c:17]3[C:18]#[N:19])[cH:6][cH:7][cH:8]1)([F:20])[F:21]. The reactants are ClCCl, O=C(O)C(F)(F)F, O=C(Nc1ccc2c(c1)c(-c1nc3ccccc3[nH]1)nn2C1CCCCO1)c1cccc(F)c1. Yields the product O=C(Nc1ccc2[nH]nc(-c3nc4ccccc4[nH]3)c2c1)c1cccc(F)c1. Reaction SMILES: [Cl:42][CH2:43][Cl:44].[F:1][C:2]([F:3])([F:4])[C:5]([OH:6])=[O:7].[nH:8]1[c:9](-[c:17]2[n:18][n:19]([CH:36]3[CH2:37][CH2:38][CH2:39][CH2:40][O:41]3)[c:20]3[cH:21][cH:22][c:23]([NH:26][C:27]([c:28]4[cH:29][c:30]([F:34])[cH:31][cH:32][cH:33]4)=[O:35])[cH:24][c:25]23)[n:10][c:11]2[c:12]1[cH:13][cH:14][cH:15][cH:16]2>>[n:8]1[c:9](-[c:17]2[n:18][nH:19][c:20]3[cH:21][cH:22][c:23]([NH:26][C:27]([c:28]4[cH:29][c:30]([F:34])[cH:31][cH:32][cH:33]4)=[O:35])[cH:24][c:25]23)[nH:10][c:11]2[c:12]1[cH:13][cH:14][cH:15][cH:16]2. Reactants: [Cl-].CSC1=CC=C(C[P+](C2=CC=CC=C2)(C2=CC=CC=C2)C2=CC=CC=C2)C=C1 (4-methylthiobenzyltriphenylphosphonium chloride). Reagents/catalysts: [Cl-].C(C1=CC=CC=C1)[P+](C1=CC=CC=C1)(C1=CC=CC=C1)C1=CC=CC=C1 (benzyltriphenylphosphonium chloride). Product: CSC1=CC=C(C=C1)\C=C\C1=CC=C(C=C1)SC ((E)-1-(Methylthio)-4-[2-(4-methylthiophenyl)ethenyl]benzene). RXN SMILES: [Cl-].[CH3:2][S:3][C:4]1[CH:29]=[CH:28][C:7]([CH2:8][P+](C2C=CC=CC=2)(C2C=CC=CC=2)C2C=CC=CC=2)=[CH:6][CH:5]=1>[Cl-].C([P+](C1C=CC=CC=1)(C1C=CC=CC=1)C1C=CC=CC=1)C1C=CC=CC=1>[CH3:2][S:3][C:4]1[CH:5]=[CH:6][C:7](/[CH:8]=[CH:8]/[C:7]2[CH:6]=[CH:5][C:4]([S:3][CH3:2])=[CH:29][CH:28]=2)=[CH:28][CH:29]=1 |f:0.1,2.3|. Reported procedure: Following the procedure as describe in method 1, but sustituting 4-methylthiobenzyltriphenylphosphonium chloride for benzyltriphenylphosphonium chloride, the desired residue was purified by flash chromatography (silica gel; hexane/EtOAc (90:10)) and recrystallisation from hexane. Starting materials: N1CCNCC1 (piperazine), C([O-])([O-])=O.[Na+].[Na+] (sodium carbonate), ClC1=NC=CC=N1 (2-chloropyrimidine). Run in O (water). Run at time 1 hour. The product is N1=C(N=CC=C1)N1CCNCC1 (1-(Pyrimidin-2-yl)piperazine). RXN SMILES: [NH:1]1[CH2:6][CH2:5][NH:4][CH2:3][CH2:2]1.C(=O)([O-])[O-].[Na+].[Na+].Cl[C:14]1[N:19]=[CH:18][CH:17]=[CH:16][N:15]=1>O>[N:15]1[CH:16]=[CH:17][CH:18]=[N:19][C:14]=1[N:1]1[CH2:6][CH2:5][NH:4][CH2:3][CH2:2]1 |f:1.2.3|. Reported procedure: To a stirred, warm (approximately 50°) solution of anhydrous piperazine (100 g, 1.16 mole) and sodium carbonate (58 g, 0.47 mole) in 465 mL water was added 2-chloropyrimidine (53 g, 0.46 mole) in portions over about 1 hour. External cooling was required to maintain the temperature in the 50°-65° range. After the addition, the stirred reaction mixture was kept in the temperature range of 50°-65° for one hour and then allowed to slowly cool to 35° over a 2 hour period. The mixture was filtered, re... Reactants: COC(COC1=C2C(=C(C(=NC2=CC(=C1)C)C)CC1=CC=C(C=C1)Cl)C)=O ([3-(4-chlorobenzyl)-2,4,7-trimethylquinolin-5-yloxy]acetic acid methyl ester), C(C)#N (acetonitrile), [OH-].[Li+] (lithium hydroxide). Run in O1CCCC1 (tetrahydrofuran). Product: ClC1=CC=C(CC=2C(=NC3=CC(=CC(=C3C2C)OCC(=O)O)C)C)C=C1 ([3-(4-chlorobenzyl)-2,4,7-trimethylquinolin-5-yloxy]acetic Acid). As a reaction SMILES: C[O:2][C:3](=[O:27])[CH2:4][O:5][C:6]1[CH:15]=[C:14]([CH3:16])[CH:13]=[C:12]2[C:7]=1[C:8]([CH3:26])=[C:9]([CH2:18][C:19]1[CH:24]=[CH:23][C:22]([Cl:25])=[CH:21][CH:20]=1)[C:10]([CH3:17])=[N:11]2.C(#N)C.[OH-].[Li+]>O1CCCC1>[Cl:25][C:22]1[CH:21]=[CH:20][C:19]([CH2:18][C:9]2[C:10]([CH3:17])=[N:11][C:12]3[C:7]([C:8]=2[CH3:26])=[C:6]([O:5][CH2:4][C:3]([OH:27])=[O:2])[CH:15]=[C:14]([CH3:16])[CH:13]=3)=[CH:24][CH:23]=1 |f:2.3|. Procedure: A solution of [3-(4-chlorobenzyl)-2,4,7-trimethylquinolin-5-yloxy]acetic acid methyl ester (0.045 g), acetonitrile (2.0 mL), tetrahydrofuran (1.0 mL) and 4.0 M aqueous lithium hydroxide solution (2.0 mL) was stirred at room temperature for 2 hours. The organic solvents were removed under reduced pressure and the pH of the residue adjusted to 5-6 by the addition of saturated aqueous sodium dihydrogenphosphate solution. The resulting mixture was extracted with chloroform and the combined extracts ... The reactants are CN(C)C=O, Cn1nc2ccc(Cl)nn2c1=O, [H-], [Na+], O, OCCCN1CCC(OC(c2ccccc2)c2ccccc2)CC1. The product is Cn1nc2ccc(OCCCN3CCC(OC(c4ccccc4)c4ccccc4)CC3)nn2c1=O. RXN SMILES: [CH3:40][N:41]([CH3:42])[CH:43]=[O:44].[Cl:27][c:28]1[cH:29][cH:30][c:31]2[n:32]([n:33]1)[c:34](=[O:38])[n:35]([CH3:37])[n:36]2.[H-:25].[Na+:26].[OH2:39].[c:1]1([CH:7]([O:8][CH:9]2[CH2:10][CH2:11][N:12]([CH2:15][CH2:16][CH2:17][OH:18])[CH2:13][CH2:14]2)[c:19]2[cH:20][cH:21][cH:22][cH:23][cH:24]2)[cH:2][cH:3][cH:4][cH:5][cH:6]1>>[c:1]1([CH:7]([O:8][CH:9]2[CH2:10][CH2:11][N:12]([CH2:15][CH2:16][CH2:17][O:18][c:28]3[cH:29][cH:30][c:31]4[n:32]([n:33]3)[c:34](=[O:38])[n:35]([CH3:37])[n:36]4)[CH2:13][CH2:14]2)[c:19]2[cH:20][cH:21][cH:22][cH:23][cH:24]2)[cH:2][cH:3][cH:4][cH:5][cH:6]1. The reactants are BrBr (bromine), Cl.C(C)(C)C1=C(N)C(=CC=C1)C(C)C (2,6-diisopropylaniline hydrochloride). Solvent: ClCCCl (1,2-dichloroethane). Conditions: temperature 0 celsius, time 1 hour. Yields the product Br.BrC1=CC(=C(N)C(=C1)C(C)C)C(C)C (4-bromo-2,6-diisopropylaniline hydrobromide). Isolated yield 182.7%. As a reaction SMILES: [Br:1]Br.Cl.[CH:4]([C:7]1[CH:13]=[CH:12][CH:11]=[C:10]([CH:14]([CH3:16])[CH3:15])[C:8]=1[NH2:9])([CH3:6])[CH3:5]>ClCCCl>[BrH:1].[Br:1][C:12]1[CH:13]=[C:7]([CH:4]([CH3:6])[CH3:5])[C:8]([NH2:9])=[C:10]([CH:14]([CH3:16])[CH3:15])[CH:11]=1 |f:1.2,4.5|. Reported procedure: 19.1 g of bromine are added dropwise at 0° C. over 1 hour to a suspension of 24.1 g of 2,6-diisopropylaniline hydrochloride in 250 ml of 1,2-dichloroethane. The reaction mixture is stirred for 1 hour at 0° C. and then filtered. The filter residue is washed with 1,2-dichloroethane and then dried at 40° C. under vacuum, affording 36.8 g (97% of theory) of 4-bromo-2,6-diisopropylaniline hydrobromide in the form of yellow crystals which melt at 235°-237° C. after recrystallisation from ethyl acetate... The reactants are CC(N)c1cc2cc(C#N)ccc2o1, CC(C)C(NC(=O)OC(C)(C)C)C(=O)O, CN1CCCCC1, CC(C)COC(=O)Cl, ClCCl, O. Yields the product CC(NC(=O)C(NC(=O)OC(C)(C)C)C(C)C)c1cc2cc(C#N)ccc2o1. Reaction SMILES: [C:31](#[N:32])[c:33]1[cH:34][cH:35][c:36]2[c:37]([cH:38][c:39]([CH:41]([CH3:42])[NH2:43])[o:40]2)[cH:44]1.[C:8]([CH3:9])([CH3:10])([CH3:11])[O:12][C:13](=[O:14])[NH:15][CH:16]([CH:17]([CH3:18])[CH3:19])[C:20](=[O:21])[OH:22].[CH3:1][N:2]1[CH2:3][CH2:4][CH2:5][CH2:6][CH2:7]1.[Cl:23][C:24]([O:25][CH2:26][CH:27]([CH3:28])[CH3:29])=[O:30].[Cl:45][CH2:46][Cl:47].[OH2:48]>>[C:8]([CH3:9])([CH3:10])([CH3:11])[O:12][C:13](=[O:14])[NH:15][CH:16]([CH:17]([CH3:18])[CH3:19])[C:20](=[O:22])[NH:43][CH:41]([c:39]1[cH:38][c:37]2[c:36]([cH:35][cH:34][c:33]([C:31]#[N:32])[cH:44]2)[o:40]1)[CH3:42]. The reactants are [BH4-], [Br-], BrCCCc1ccccc1, CO, Cl, [Mg], [Na+], N#CCCCc1ccccc1. Yields the product NC(CCCc1ccccc1)CCCc1ccccc1, Cl. RXN SMILES: [BH4-:24].[Br-:12].[Br:2][CH2:3][CH2:4][CH2:5][c:6]1[cH:7][cH:8][cH:9][cH:10][cH:11]1.[CH3:27][OH:28].[ClH:26].[Mg:1].[Na+:25].[c:13]1([CH2:19][CH2:20][CH2:21][C:22]#[N:23])[cH:14][cH:15][cH:16][cH:17][cH:18]1>>[CH2:3]([CH2:4][CH2:5][c:6]1[cH:7][cH:8][cH:9][cH:10][cH:11]1)[CH:22]([CH2:21][CH2:20][CH2:19][c:13]1[cH:14][cH:15][cH:16][cH:17][cH:18]1)[NH2:23].[ClH:26].